This data is from the Open Reaction Database (ORD), a public repository of structured organic reaction records. The task is: describe an organic reaction: reactants, conditions, products, and yield The reactants are C(C)(=O)OCC (ethyl acetate), C(C)(C)(C)C=1OC=C(N1)CCl (2-tert-butyl-4-chloromethyl-1,3-oxazole), P(OCC)(OCC)OCC (triethyl phosphite). Solvent: C(C)(=O)OCC.C(C)O (ethyl acetate ethanol). Reaction conditions: temperature 160 celsius, time 16 hour. The product is C(C)(C)(C)C=1OC=C(N1)CP(OCC)(OCC)=O (diethyl [(2-tert-butyl-1,3-oxazol-4-yl)methyl]phosphonate). Isolated yield 99.9%. As a reaction SMILES: [C:1]([C:5]1[O:6][CH:7]=[C:8]([CH2:10]Cl)[N:9]=1)([CH3:4])([CH3:3])[CH3:2].[P:12]([O:19]CC)([O:16][CH2:17][CH3:18])[O:13][CH2:14][CH3:15].C(OCC)(=O)C>C(OCC)(=O)C.C(O)C>[C:1]([C:5]1[O:6][CH:7]=[C:8]([CH2:10][P:12](=[O:19])([O:16][CH2:17][CH3:18])[O:13][CH2:14][CH3:15])[N:9]=1)([CH3:4])([CH3:3])[CH3:2] |f:3.4|. Procedure: A mixture of 2-tert-butyl-4-chloromethyl-1,3-oxazole (10.42 g) and triethyl phosphite (19.94 g) was stirred at 160° C. for 16 hrs. Excess triethyl phosphite was evaporated under reduced pressure. The residue was subjected to silica gel column chromatography and eluted with ethyl acetate-hexane (1:1, v/v), ethyl acetate, then ethyl acetate-ethanol (10:1, v/v) to give diethyl [(2-tert-butyl-1,3-oxazol-4-yl)methyl]phosphonate as a colorless oil (16.51 g, yield 100%).